From a dataset of the Open Reaction Database (ORD), a public repository of structured organic reaction records. describe an organic reaction: reactants, conditions, products, and yield The reactants are COC([C@H](CC1=CC=C(C=C1)Br)NC(C1=C(C=CC(=C1)Cl)OCCCCCCC)=O)=O (3-(4-bromo-phenyl)-(2S)-(5-chloro-2-heptyloxy-benzoylamino)-propionic acid methyl ester), FC(F)(F)B(O)O (trifluoromethyl boronic acid), C(=O)([O-])[O-].[Na+].[Na+] (Na2CO3). Reagents/catalysts: [Pd] (Pd). Yields the product ClC=1C=CC(=C(C(=O)N[C@H](C(=O)O)CC2=CC=C(C=C2)C2=CC=C(C=C2)OC(F)(F)F)C1)OCCCCCCC ((2S)-(5-Chloro-2-heptyloxy-benzoylamino)-3-(4′-trifluoromethoxy-biphenyl-4-yl)-propionic acid). As a reaction SMILES: C[O:2][C:3](=[O:31])[C@@H:4]([NH:13][C:14](=[O:30])[C:15]1[CH:20]=[C:19]([Cl:21])[CH:18]=[CH:17][C:16]=1[O:22][CH2:23][CH2:24][CH2:25][CH2:26][CH2:27][CH2:28][CH3:29])[CH2:5][C:6]1[CH:11]=[CH:10][C:9](Br)=[CH:8][CH:7]=1.[F:32][C:33](B(O)O)([F:35])[F:34].[C:39]([O-:42])([O-])=O.[Na+].[Na+]>[Pd]>[Cl:21][C:19]1[CH:18]=[CH:17][C:16]([O:22][CH2:23][CH2:24][CH2:25][CH2:26][CH2:27][CH2:28][CH3:29])=[C:15]([CH:20]=1)[C:14]([NH:13][C@@H:4]([CH2:5][C:6]1[CH:7]=[CH:8][C:9]([C:5]2[CH:6]=[CH:7][C:39]([O:42][C:33]([F:35])([F:34])[F:32])=[CH:3][CH:4]=2)=[CH:10][CH:11]=1)[C:3]([OH:2])=[O:31])=[O:30] |f:2.3.4|. Procedure details: The title compound was then prepared from 3-(4-bromo-phenyl)-(2S)-(5-chloro-2-heptyloxy-benzoylamino)-propionic acid methyl ester (0.090 g, 0.176 mmol) and trifluoromethyl boronic acid (0.067 g, 0.352 mmol) with Pd (PPh3) (0.020 g, 0.0176 mmol) and 2 N Na2CO3 (0.528 ml, 0.528 mmol) as per general procedure D to yield the (2S)-(5-chloro-2-heptyloxy-benzoylamino)-3-(4′-trifluoromethoxy-biphenyl-4-yl)-propionic acid methyl ester which was further hydrolyzed as per general procedure C to give the ti... The reactants are ClC1=CC=C(C=C1)S(=O)(=O)C1(CCC(CC1)CC(=O)C=1OC=CC1C=O)C1=C(C=CC(=C1)F)F (2-{2-[4-(4-Chloro-benzenesulfonyl)-4-(2,5-difluoro-phenyl)-cyclohexyl]-acetyl}-furan-3-carbaldehyde), N1CCOCC1 (morpholine), C(#N)[BH3-].[Na+] (sodium cyanoborohydride), Cl (hydrochloric acid). The product is ClC1=CC=C(C=C1)S(=O)(=O)C1(CCC(CC1)CC(=O)C=1OC=CC1CN1CCOCC1)C1=C(C=CC(=C1)F)F (2-[4-(4-Chloro-benzenesulfonyl)-4-(2,5-difluoro-phenyl)-cyclohexyl]-1-(3-morpholin-4-ylmethyl-furan-2-yl)-ethanone). Yield: 22.8%. RXN SMILES: [Cl:1][C:2]1[CH:7]=[CH:6][C:5]([S:8]([C:11]2([C:27]3[CH:32]=[C:31]([F:33])[CH:30]=[CH:29][C:28]=3[F:34])[CH2:16][CH2:15][CH:14]([CH2:17][C:18]([C:20]3[O:21][CH:22]=[CH:23][C:24]=3[CH:25]=O)=[O:19])[CH2:13][CH2:12]2)(=[O:10])=[O:9])=[CH:4][CH:3]=1.[NH:35]1[CH2:40][CH2:39][O:38][CH2:37][CH2:36]1.C([BH3-])#N.[Na+].Cl>CO.C(OCC)C.[OH-].[Na+]>[Cl:1][C:2]1[CH:3]=[CH:4][C:5]([S:8]([C:11]2([C:27]3[CH:32]=[C:31]([F:33])[CH:30]=[CH:29][C:28]=3[F:34])[CH2:16][CH2:15][CH:14]([CH2:17][C:18]([C:20]3[O:21][CH:22]=[CH:23][C:24]=3[CH2:25][N:35]3[CH2:40][CH2:39][O:38][CH2:37][CH2:36]3)=[O:19])[CH2:13][CH2:12]2)(=[O:10])=[O:9])=[CH:6][CH:7]=1 |f:2.3,7.8|. Conditions: time 20 hour. The solvent is CO (methanol), C(C)OCC (diethyl ether), [OH-].[Na+] (sodium hydroxide). Procedure details: To a stirred solution of the product of Example 143 (100 mg, 0.19 mmol) in methanol (2.5 mL) was added morpholine (100 μL, 1.7 mmol) and sodium cyanoborohydride (9 mg, 0.19 mmol) followed by hydrochloric acid (3M solution in methanol, 0.3 mL) dropwise. The reaction was stirred at room temperature for 20 hours then diluted with diethyl ether and 4N aqueous sodium hydroxide. The organic layer was washed with water, dried (MgSO4) and evaporated to dryness, yielding a yellow oil which was purified b... Reactants: 2-styryl-1-benzimidazole, ClC1=NC=CC=C1C (2-chloro-3-methylpyridine), N1=C(C=CC=C1)N1C(=NC2=C1C=CC=C2)\C=C\C2=CC=CC=C2 ((E)-1-(2-pyridyl)-2-styryl-1H-benzimidazole), Cl (hydrogen chloride). Run in CO (methanol). Product: Cl.CC=1C(=NC=CC1)N1C(=NC2=C1C=CC=C2)\C=C\C2=CC=CC=C2 ((E)-1-(3-Methylpyrid-2-yl)-2-styryl-1H-benzimidazole hydrochloride). As a reaction SMILES: [Cl:1][C:2]1[C:7]([CH3:8])=[CH:6][CH:5]=[CH:4][N:3]=1.N1C=CC=CC=1[N:15]1[C:19]2[CH:20]=[CH:21][CH:22]=[CH:23][C:18]=2[N:17]=[C:16]1/[CH:24]=[CH:25]/[C:26]1[CH:31]=[CH:30][CH:29]=[CH:28][CH:27]=1.Cl>CO>[ClH:1].[CH3:8][C:7]1[C:2]([N:15]2[C:19]3[CH:20]=[CH:21][CH:22]=[CH:23][C:18]=3[N:17]=[C:16]2/[CH:24]=[CH:25]/[C:26]2[CH:31]=[CH:30][CH:29]=[CH:28][CH:27]=2)=[N:3][CH:4]=[CH:5][CH:6]=1 |f:4.5|. Procedure: Free base of the titled compound was prepared from 2-styryl-1-benzimidazole and 2-chloro-3-methylpyridine according to the preparation of (E)-1-(2-pyridyl)-2-styryl-1H-benzimidazole (Example 1, method B). The free base was treated with a 10% methanol solution of hydrogen chloride and concentrated to dryness. The residue was recrystallized from ethyl acetate/n-hexane to give the titled compound. Starting materials: OC(CNC(=NCCSCC=1OC(=CC1)CN(C(=O)OCC(Cl)(Cl)Cl)C)NS(=O)(=O)C)C1=CC=C(C=C1)O (N-[2-hydroxy-2-(4-hydroxyphenyl)ethyl]-N'-methanesulfonyl-N"-[2-[[5-[N-methyl-N-(2,2,2trichloroethoxycarbonyl)aminomethyl]-2-furyl]methylthio] -ethyl]guanidine), P(=O)(O)(O)[O-].[K+] (potassium dihydrogen phosphate), [OH-].[Na+] (sodium hydroxide). The reagents and catalysts are [Zn] (zinc). Run in O1CCCC1 (tetrahydrofuran). Run at time 3 hour. Yields the product OC(CNC(=NCCSCC=1OC(=CC1)CNC)NS(=O)(=O)C)C1=CC=C(C=C1)O (N-[2-hydroxy-2-(4-hydroxyphenyl)ethyl]-N'-methanesulfonyl-N"-[2-[[5-(methylamino)methyl-2-furyl]methylthio]ethyl]guanidine). Yield: 64.8%. As a reaction SMILES: [OH:1][CH:2]([C:32]1[CH:37]=[CH:36][C:35]([OH:38])=[CH:34][CH:33]=1)[CH2:3][NH:4][C:5]([NH:27][S:28]([CH3:31])(=[O:30])=[O:29])=[N:6][CH2:7][CH2:8][S:9][CH2:10][C:11]1[O:12][C:13]([CH2:16][N:17](C)[C:18](OCC(Cl)(Cl)Cl)=O)=[CH:14][CH:15]=1.P([O-])(O)(O)=O.[K+].[OH-].[Na+]>O1CCCC1.[Zn]>[OH:1][CH:2]([C:32]1[CH:33]=[CH:34][C:35]([OH:38])=[CH:36][CH:37]=1)[CH2:3][NH:4][C:5]([NH:27][S:28]([CH3:31])(=[O:30])=[O:29])=[N:6][CH2:7][CH2:8][S:9][CH2:10][C:11]1[O:12][C:13]([CH2:16][NH:17][CH3:18])=[CH:14][CH:15]=1 |f:1.2,3.4|. Procedure: In 370 ml of tetrahydrofuran was dissolved 26.9 g of N-[2-hydroxy-2-(4-hydroxyphenyl)ethyl]-N'-methanesulfonyl-N"-[2-[[5-[N-methyl-N-(2,2,2trichloroethoxycarbonyl)aminomethyl]-2-furyl]methylthio] -ethyl]guanidine. Thereto were added 320 ml of a 0.5 M aqueous potassium dihydrogen phosphate solution and 42 g of an active zinc powder, and the mixture was stirred at room temperature for 3 hours. The reaction mixture was adjusted to pH 9.8 with a 5N aqueous sodium hydroxide solution and extracted wit... Starting materials: FC1=C(C(=O)O)C=CC(=C1)F (2,4-difluorobenzoic acid), [N+](=O)([O-])[O-].[K+] (potassium nitrate), ice water. The solvent is S(O)(O)(=O)=O (sulfuric acid). Conditions: time 30 minute. Yields the product FC1=C(C(=O)O)C=C(C(=C1)F)[N+](=O)[O-] (2,4-difluoro-5-nitrobenzoic acid). The yield is 84.8%. As a reaction SMILES: [F:1][C:2]1[CH:10]=[C:9]([F:11])[CH:8]=[CH:7][C:3]=1[C:4]([OH:6])=[O:5].[N+:12]([O-])([O-:14])=[O:13].[K+]>S(=O)(=O)(O)O>[F:1][C:2]1[CH:10]=[C:9]([F:11])[C:8]([N+:12]([O-:14])=[O:13])=[CH:7][C:3]=1[C:4]([OH:6])=[O:5] |f:1.2|. Procedure details: To 500 ml of conc. sulfuric acid was added 151 g of 2,4-difluorobenzoic acid. With ice cooling and stirring, 114 g of potassium nitrate powder was added thereto in portions over 30 minutes. Stirring was continued for a further 1 hour, yielding a sherbet-like precipitate. The reaction solution was poured into 1.5 L of ice water and stirred for 30 minutes. The precipitate was collected by filtration, washed with 1 L of distilled water, air dried, and then dried in vacua over phosphorus pentoxide t... Reactants: CO, Cn1c(=O)[nH]c(=O)c2c(N)c([N+](=O)[O-])ccc21. The product is Cn1c(=O)[nH]c(=O)c2c(N)c(N)ccc21. RXN SMILES: [CH3:18][OH:19].[NH2:1][c:2]1[c:3]2[c:4](=[O:17])[nH:5][c:6](=[O:16])[n:7]([CH3:15])[c:8]2[cH:9][cH:10][c:11]1[N+:12]([O-:13])=[O:14]>>[NH2:1][c:2]1[c:3]2[c:4](=[O:17])[nH:5][c:6](=[O:16])[n:7]([CH3:15])[c:8]2[cH:9][cH:10][c:11]1[NH2:12].